describe an organic reaction: reactants, conditions, products, and yield From a dataset of the Open Reaction Database (ORD), a public repository of structured organic reaction records. Starting materials: O=C([O-])O, CN(C)C=O, Cc1cn2cccc([N+](=O)[O-])c2n1, [Na+]. Yields the product Cc1nc2c([N+](=O)[O-])cccn2c1C=O. As a reaction SMILES: [C:14]([OH:15])(=[O:16])[O-:17].[CH3:19][N:20]([CH3:21])[CH:22]=[O:23].[CH3:1][c:2]1[n:3][c:4]2[n:5]([cH:6][cH:7][cH:8][c:9]2[N+:10](=[O:11])[O-:12])[cH:13]1.[Na+:18]>>[CH3:1][c:2]1[n:3][c:4]2[n:5]([cH:6][cH:7][cH:8][c:9]2[N+:10](=[O:11])[O-:12])[c:13]1[CH:14]=[O:15]. Starting materials: CC1(OC[C@H](O1)CN1N=C(C=C1)NC([C@H](CC(C)C)N1C(C=C(C1)OC1=C(C=CC(=C1)F)F)=O)=O)C ((S)-2-[4-(2,5-difluoro-phenoxy)-2-oxo-2,5-dihydro-pyrrol-1-yl]-4-methyl-pentanoic acid [1-((R)-2,2-dimethyl-[1,3]dioxolan-4-yl-methyl)-1H-pyrazol-3-yl]-amide), O.C1(=CC=C(C=C1)S(=O)(=O)O)C (p-toluenesulfonic acid monohydrate). Run in C(C)(=O)OCC (ethyl acetate), CO (methanol). Run at temperature 25 celsius, time 8 hour. Product: O[C@H](CN1N=C(C=C1)NC([C@H](CC(C)C)N1C(C=C(C1)OC1=C(C=CC(=C1)F)F)=O)=O)CO ((S)-2-[4-(2,5-difluoro-phenoxy)-2-oxo-2,5-dihydro-pyrrol-1-yl]-4-methyl-pentanoic acid [1-((R)-2,3-dihydroxy-propyl)-1H-pyrazol-3-yl]-amide). Isolated yield 70.7%. Reaction SMILES: CC1(C)[O:6][C@H:5]([CH2:7][N:8]2[CH:12]=[CH:11][C:10]([NH:13][C:14](=[O:35])[C@@H:15]([N:20]3[CH2:24][C:23]([O:25][C:26]4[CH:31]=[C:30]([F:32])[CH:29]=[CH:28][C:27]=4[F:33])=[CH:22][C:21]3=[O:34])[CH2:16][CH:17]([CH3:19])[CH3:18])=[N:9]2)[CH2:4][O:3]1.O.C1(C)C=CC(S(O)(=O)=O)=CC=1>CO.C(OCC)(=O)C>[OH:6][C@@H:5]([CH2:4][OH:3])[CH2:7][N:8]1[CH:12]=[CH:11][C:10]([NH:13][C:14](=[O:35])[C@@H:15]([N:20]2[CH2:24][C:23]([O:25][C:26]3[CH:31]=[C:30]([F:32])[CH:29]=[CH:28][C:27]=3[F:33])=[CH:22][C:21]2=[O:34])[CH2:16][CH:17]([CH3:19])[CH3:18])=[N:9]1 |f:1.2|. Reported procedure: A solution of (S)-2-[4-(2,5-difluoro-phenoxy)-2-oxo-2,5-dihydro-pyrrol-1-yl]-4-methyl-pentanoic acid [1-((R)-2,2-dimethyl-[1,3]dioxolan-4-yl-methyl)-1H-pyrazol-3-yl]-amide (0.35 g, 0.70 mmol) in methanol (7.1 mL) at 25° C. was treated with p-toluenesulfonic acid monohydrate (20 mg, 0.10 mmol). The reaction was stirred at 25° C. overnight. At this time, the reaction was diluted with ethyl acetate (000 mL) and was washed with a saturated aqueous sodium bicarbonate solution (1×150 mL) and a saturat... Reactants: [N+](=O)([O-])C1=C(C(=O)OCC)C=C(C=C1)N1C(NC2=C(C1=O)CCC2)=O (ethyl 2-nitro-5-(1,2,4,5,6,7-hexahydro-2,4-dioxo-3H-cyclopenta[d]pyrimidin-3-yl)-benzoate), CC[O-].[Na+] (sodium ethylate). Solvent: C(C)O (ethanol). Yields the product [N+](=O)([O-])C1=C(C(=O)OCC)C=C(C=C1)N1C(N(C2=C(C1=O)CCC2)C)=O (ethyl 2-nitro-5-(1,2,4,5,6,7-hexahydro-1-methyl-2,4-dioxo-3H-cyclopenta[d]pyrimidin-3-yl)-benzoate). Reaction SMILES: [N+:1]([C:4]1[CH:14]=[CH:13][C:12]([N:15]2[C:20](=[O:21])[C:19]3[CH2:22][CH2:23][CH2:24][C:18]=3[NH:17][C:16]2=[O:25])=[CH:11][C:5]=1[C:6]([O:8][CH2:9][CH3:10])=[O:7])([O-:3])=[O:2].[CH3:26]C[O-].[Na+]>C(O)C>[N+:1]([C:4]1[CH:14]=[CH:13][C:12]([N:15]2[C:20](=[O:21])[C:19]3[CH2:22][CH2:23][CH2:24][C:18]=3[N:17]([CH3:26])[C:16]2=[O:25])=[CH:11][C:5]=1[C:6]([O:8][CH2:9][CH3:10])=[O:7])([O-:3])=[O:2] |f:1.2|. Procedure: using ethyl 2-nitro-5-(1,2,4,5,6,7-hexahydro-2,4-dioxo-3H-cyclopenta[d]pyrimidin-3-yl)-benzoate with sodium ethylate in ethanol there is obtained ethyl 2-nitro-5-(1,2,4,5,6,7-hexahydro-1-methyl-2,4-dioxo-3H-cyclopenta[d]pyrimidin-3-yl)-benzoate, m.p. 188°-190° C., The reactants are C(C)(C)(C)OC(=O)NC=1C(=NC(=CC1C(F)(F)F)C)C (3-tert-Butoxycarbonylamino-2,6-dimethyl-4-trifluoromethylpyridine), Cl (hydrogen chloride). The solvent is CO (methanol), CO (methanol). Conditions: temperature 60 celsius, time 12 hour. The product is Cl.Cl.NC=1C(=NC(=CC1C(F)(F)F)C)C (3-amino-2,6-dimethyl-4-trifluoromethylpyridine dihydrochloride). Yield: 82.0%. Reaction SMILES: C(OC([NH:8][C:9]1[C:10]([CH3:20])=[N:11][C:12]([CH3:19])=[CH:13][C:14]=1[C:15]([F:18])([F:17])[F:16])=O)(C)(C)C.[ClH:21]>CO>[ClH:21].[ClH:21].[NH2:8][C:9]1[C:10]([CH3:20])=[N:11][C:12]([CH3:19])=[CH:13][C:14]=1[C:15]([F:18])([F:16])[F:17] |f:3.4.5|. Procedure details: 3-tert-Butoxycarbonylamino-2,6-dimethyl-4-trifluoromethylpyridine (21.12 g, 72.8 mmol) was dissolved in methanol (70 mL), and subsequent to the addition of 10% hydrogen chloride in methanol (140 mL), the solution was stirred at 60° C. for 12 hours. The reaction mixture was concentrated under reduced pressure, and the residue was suspended in a mixture of ethyl acetate and ether. The reaction product was collected by filtration, and washed with ether to obtain the title compound (15.64 g, 82%) as... Reactants: BrCCOc1cccc(-c2noc3ccsc23)c1, O=C([O-])[O-], CC#N, NCc1ccc(Cl)c(Cl)c1, [K+], [K+]. Yields the product Clc1ccc(CNCCOc2cccc(-c3noc4ccsc34)c2)cc1Cl. As a reaction SMILES: [Br:1][CH2:2][CH2:3][O:4][c:5]1[cH:6][c:7](-[c:11]2[n:12][o:13][c:14]3[c:15]2[s:16][cH:17][cH:18]3)[cH:8][cH:9][cH:10]1.[C:19](=[O:20])([O-:21])[O-:22].[CH3:35][C:36]#[N:37].[Cl:25][c:26]1[cH:27][c:28]([CH2:29][NH2:30])[cH:31][cH:32][c:33]1[Cl:34].[K+:23].[K+:24]>>[CH2:2]([CH2:3][O:4][c:5]1[cH:6][c:7](-[c:11]2[n:12][o:13][c:14]3[c:15]2[s:16][cH:17][cH:18]3)[cH:8][cH:9][cH:10]1)[NH:30][CH2:29][c:28]1[cH:27][c:26]([Cl:25])[c:33]([Cl:34])[cH:32][cH:31]1. The reactants are C(C)(C)N(C(C=C(C1=CC=CC=C1)C1=C(C=CC=C1)N=NC1=CC(=C(C(=C1)C)O)C)=O)C(C)C (N,N-Diisopropyl-3-[2-(3,5-dimethyl-4-hydroxyphenylazo)phenyl]-3-phenylpropenamide). Solvent: C(C)O (ethanol). Yields the product C(C)(C)N(C(C=C(C1=CC=CC=C1)C1=C(C=CC=C1)N)=O)C(C)C (N,N-Diisopropyl-3-(2-aminophenyl)-3-phenylpropenamide). Reaction SMILES: [CH:1]([N:4]([CH:32]([CH3:34])[CH3:33])[C:5](=[O:31])[CH:6]=[C:7]([C:14]1[CH:19]=[CH:18][CH:17]=[CH:16][C:15]=1[N:20]=NC1C=C(C)C(O)=C(C)C=1)[C:8]1[CH:13]=[CH:12][CH:11]=[CH:10][CH:9]=1)([CH3:3])[CH3:2]>C(O)C>[CH:32]([N:4]([CH:1]([CH3:3])[CH3:2])[C:5](=[O:31])[CH:6]=[C:7]([C:14]1[CH:19]=[CH:18][CH:17]=[CH:16][C:15]=1[NH2:20])[C:8]1[CH:13]=[CH:12][CH:11]=[CH:10][CH:9]=1)([CH3:34])[CH3:33]. Reported procedure: N,N-Diisopropyl-3-[2-(3,5-dimethyl-4-hydroxyphenylazo)phenyl]-3-phenylpropenamide (2.58 g, 5.68 mmol) was treated as described in Example 28.3. The crude residue gave crystals from aqueous ethanol. Yield 1.23g (67%).